Task: describe an organic reaction: reactants, conditions, products, and yield. Dataset: the Open Reaction Database (ORD), a public repository of structured organic reaction records The reactants are BrC=1C=C(C=NC1)C (5-bromo-3-picoline), C(CCC)[Li] (n-butyl lithium), B(OC(C)C)(OC(C)C)OC(C)C (triisopropyl borate). Run in CCOCC (Et2O). Reaction conditions: temperature -78 celsius, time 1 hour. The product is CC=1C=NC=C(C1)B(O)O (3-Methylpyridine-5-boronic acid). RXN SMILES: Br[C:2]1[CH:3]=[C:4]([CH3:8])[CH:5]=[N:6][CH:7]=1.C([Li])CCC.[B:14](OC(C)C)([O:19]C(C)C)[O:15]C(C)C>CCOCC>[CH3:8][C:4]1[CH:5]=[N:6][CH:7]=[C:2]([B:14]([OH:19])[OH:15])[CH:3]=1. Procedure details: To a solution of 5-bromo-3-picoline (0.25 g, 1.45 mmol) in Et2O (5 mL) at −78° C., was added n-butyl lithium (1.6 M in hexanes, 0.92 mL, 1.48 mmol) dropwise. The mixture was stirred at −78° C. for 1 hour and then triisopropyl borate was added quickly. The mixture was stirred at −78° C. for 1 hour and then quenched with water (2 mL). The mixture was warmed up to room temperature overnight. Solvent was removed under reduced pressure to yield a yellow solid (0.25 g). Reactants: FC1=C(C=O)C(=CC=C1)OC (2-fluoro-6-methoxylbenzaldehyde), FC1=C(C=O)C(=CC=C1)OC (2-fluoro-6-methoxylbenzaldehyde), Cl.NO (hydroxylamine hydrochloride), [OH-].[Na+] (NaOH), Cl (HCl). Solvent: C(C)O (ethanol), O (H2O). Conditions: time 1 hour. The product is FC1=C(C=NO)C(=CC=C1)OC (2-fluoro-6-methoxybenzaldehyde oxime), Compound B. RXN SMILES: [F:1][C:2]1[CH:9]=[CH:8][CH:7]=[C:6]([O:10][CH3:11])[C:3]=1[CH:4]=O.Cl.[NH2:13][OH:14].[OH-].[Na+].Cl>C(O)C.O>[F:1][C:2]1[CH:9]=[CH:8][CH:7]=[C:6]([O:10][CH3:11])[C:3]=1[CH:4]=[N:13][OH:14] |f:1.2,3.4|. Procedure details: To a flask charged with 2-fluoro-6-methoxylbenzaldehyde (Compound A, 2.43 g, 15.8 mmol) and hydroxylamine hydrochloride (“NH2OH.HCl”, 1.2 g, 17.3 mmol) in ethanol (60 mL) and H2O (120 mL) was added-aq. NaOH (50% w/w 3.2 mL). The reaction mixture was stirred at room temperature for 1 hour. At the conclusion of this period, the reaction was neutralized with concentrated HCl to pH 7 and then extracted with methylene chloride (“CH2Cl2”, 3×200 mL). The combined organic layers were washed with brine (... Procedure details: Ethyltriphenylphosphonium bromide (4.69 g) was dissolved in anhydrous THF (70 mL) and the mixture cooled to 0-5° C. n-BuLi (5.05 mL of 2.5 M in hexane) was added dropwise and the resulting mixture was stirred at room temperature for 3 h. The mixture was cooled to −78° C. and a solution of 3,5-dimethoxybenzaldehyde (2 g) in anhydrous THF (14 mL) was added. The mixture was allowed to warm up to room temperature then stirred overnight. The mixture was concentrated, and the residue was taken up with... As a reaction SMILES: [Li][CH2:2][CH2:3]CC.[CH3:6][O:7][C:8]1[CH:9]=[C:10]([CH:13]=[C:14]([O:16][CH3:17])[CH:15]=1)[CH:11]=O>[Br-].C([P+](C1C=CC=CC=1)(C1C=CC=CC=1)C1C=CC=CC=1)C.C1COCC1>[CH3:6][O:7][C:8]1[CH:9]=[C:10]([CH:11]=[CH:2][CH3:3])[CH:13]=[C:14]([O:16][CH3:17])[CH:15]=1 |f:2.3|. Conditions: time 3 hour. Solvent: C1CCOC1 (THF), C1CCOC1 (THF). The reactants are [Li]CCCC (n-BuLi), COC=1C=C(C=O)C=C(C1)OC (3,5-dimethoxybenzaldehyde). Reagents/catalysts: [Br-].C(C)[P+](C1=CC=CC=C1)(C1=CC=CC=C1)C1=CC=CC=C1 (Ethyltriphenylphosphonium bromide). Product: COC=1C=C(C=C(C1)OC)C=CC (3,5-dimethoxy-1-(1-propenyl)benzene). Reaction SMILES: [C:1]([CH3:2])(=[O:3])[O:4][c:5]1[c:6]([CH3:34])[c:7]2[c:12]([c:13]([CH3:16])[c:14]1[CH3:15])[O:11][C:10]([CH3:17])([CH2:18][O:19][c:20]1[cH:21][cH:22][c:23]([CH2:26][CH:27]([C:28](=[O:29])[O:30][CH2:31][CH3:32])[Cl:33])[cH:24][cH:25]1)[CH2:9][CH2:8]2.[CH3:38][CH2:39][OH:40].[ClH:37].[Na+:36].[O:41]1[CH2:42][CH2:43][CH2:44][CH2:45]1.[OH-:35]>>[C:1]([CH3:2])(=[O:3])[O:4][c:5]1[c:6]([CH3:34])[c:7]2[c:12]([c:13]([CH3:16])[c:14]1[CH3:15])[O:11][C:10]([CH3:17])([CH2:18][O:19][c:20]1[cH:21][cH:22][c:23]([CH2:26][CH:27]([C:28](=[O:29])[OH:30])[Cl:33])[cH:24][cH:25]1)[CH2:9][CH2:8]2. Reactants: CCOC(=O)C(Cl)Cc1ccc(OCC2(C)CCc3c(C)c(OC(C)=O)c(C)c(C)c3O2)cc1, CCO, Cl, [Na+], C1CCOC1, [OH-]. Product: CC(=O)Oc1c(C)c(C)c2c(c1C)CCC(C)(COc1ccc(CC(Cl)C(=O)O)cc1)O2. Reactants: CC(=O)Nc1ccc(C=O)cc1F, NNC(N)=S. Yields the product CC(=O)Nc1ccc(C=NNC(N)=S)cc1F. RXN SMILES: [C:1]([CH3:2])(=[O:3])[NH:4][c:5]1[c:6]([F:13])[cH:7][c:8]([CH:9]=[O:10])[cH:11][cH:12]1.[NH2:14][NH:15][C:16](=[S:17])[NH2:18]>>[C:1]([CH3:2])(=[O:3])[NH:4][c:5]1[c:6]([F:13])[cH:7][c:8]([CH:9]=[N:14][NH:15][C:16](=[S:17])[NH2:18])[cH:11][cH:12]1. Reactants: C(C)OC1=C(C=NC2=CC=C(C=C12)\C=C/1\C(N=C(S1)SC)=O)C#N (4-ethoxy-6-[2-methylsulfanyl-4-oxo-4H-thiazol-(5Z)-ylidenemethyl]-quinoline-3-carbonitrile), S1C(=NC=C1)CN (thiazol-2-ylmethyl-amine), CCN(C(C)C)C(C)C (DIEA). Product: C(C)OC1=C(C=NC2=CC=C(C=C12)\C=C/1\C(N=C(S1)NCC=1SC=CN1)=O)C#N (4-ethoxy-6-[4-oxo-2-[(thiazol-2-ylmethyl)-amino]-4H-thiazol-(5Z)-ylidenemethyl]-quinoline-3-carbonitrile). Reaction SMILES: [CH2:1]([O:3][C:4]1[C:13]2[C:8](=[CH:9][CH:10]=[C:11](/[CH:14]=[C:15]3/[C:16](=[O:22])[N:17]=[C:18](SC)[S:19]/3)[CH:12]=2)[N:7]=[CH:6][C:5]=1[C:23]#[N:24])[CH3:2].[S:25]1[CH:29]=[CH:28][N:27]=[C:26]1[CH2:30][NH2:31].CCN(C(C)C)C(C)C>>[CH2:1]([O:3][C:4]1[C:13]2[C:8](=[CH:9][CH:10]=[C:11](/[CH:14]=[C:15]3/[C:16](=[O:22])[N:17]=[C:18]([NH:31][CH2:30][C:26]4[S:25][CH:29]=[CH:28][N:27]=4)[S:19]/3)[CH:12]=2)[N:7]=[CH:6][C:5]=1[C:23]#[N:24])[CH3:2]. Reported procedure: Similar procedure as described in example 14h was used, starting from 4-ethoxy-6-[2-methylsulfanyl-4-oxo-4H-thiazol-(5Z)-ylidenemethyl]-quinoline-3-carbonitrile (example 14g), thiazol-2-ylmethyl-amine and DIEA to give 4-ethoxy-6-[4-oxo-2-[(thiazol-2-ylmethyl)-amino]-4H-thiazol-(5Z)-ylidenemethyl]-quinoline-3-carbonitrile. LC-MS m/e 422 (MH+). The reactants are COC(C(=C)C1=CC=CC=C1)=O (2-phenylacrylic acid methyl ester), C1=CC(=CC(=C1)Cl)C(=O)OO (mCPBA). Solvent: C(Cl)Cl (methylene chloride). Reaction conditions: temperature 45 celsius, time 8 hour. Yields the product COC(=O)C1(OC1)C1=CC=CC=C1 (2-Phenyloxirane-2-carboxylic Acid Methyl Ester). As a reaction SMILES: [CH3:1][O:2][C:3](=[O:12])[C:4]([C:6]1[CH:11]=[CH:10][CH:9]=[CH:8][CH:7]=1)=[CH2:5].C1C=C(Cl)C=C(C(OO)=[O:21])C=1>C(Cl)Cl>[CH3:1][O:2][C:3]([C:4]1([C:6]2[CH:7]=[CH:8][CH:9]=[CH:10][CH:11]=2)[CH2:5][O:21]1)=[O:12]. Reported procedure: The title compound was synthesized according to a literature method (Whitman Tetrahedron 1985, 41, 1183). To a mixture of 2-phenylacrylic acid methyl ester (7.92 g, 45 mmol) in 60 ml of methylene chloride was added mCPBA (13.1 g, 58.5 mmol) and the reaction was stirred at 45° C. overnight. The reaction mixture was then filtered and the solid was washed with methylene chloride. The filtrate was washed three times with 50 ml of equal parts solution consisting of saturated Na2S2O3 and saturated NaH...